Task: describe an organic reaction: reactants, conditions, products, and yield. Dataset: the Open Reaction Database (ORD), a public repository of structured organic reaction records The reactants are CO, COC(=O)c1nc(OC)nc(OC)c1Cl, [Na+], [OH-], O. The product is COc1nc(OC)c(Cl)c(C(=O)O)n1. RXN SMILES: [CH3:18][OH:19].[Cl:1][c:2]1[c:3]([C:12](=[O:13])[O:14][CH3:15])[n:4][c:5]([O:10][CH3:11])[n:6][c:7]1[O:8][CH3:9].[Na+:17].[OH-:16].[OH2:20]>>[Cl:1][c:2]1[c:3]([C:12](=[O:13])[OH:14])[n:4][c:5]([O:10][CH3:11])[n:6][c:7]1[O:8][CH3:9].